Dataset: the Open Reaction Database (ORD), a public repository of structured organic reaction records. Task: describe an organic reaction: reactants, conditions, products, and yield Reactants: COC(COC=1C2=C(N=C(N1)S(=O)(=O)C)N(C(=C2C(C(=O)N)=O)CC)CC2=CC=CC=C2)=O ([[2-(methylsulfonyl)-5-(aminooxoacetyl)-6-ethyl-7-(phenylmethyl)-7H-pyrrolo[2,3-d]pyrimidin-4-yl]oxy] acetic acid methyl ester), O1CCCC1 (tetrahydrofuran). Reagents/catalysts: C[O-].[Na+] (sodium methoxide). Run in CO (methanol), CO (methanol). Run at time 3 hour. Product: COC(COC=1C2=C(N=C(N1)OC)N(C(=C2C(C(=O)N)=O)CC)CC2=CC=CC=C2)=O ([[2-methoxy-5-(aminooxoacetyl)-6-ethyl-7-(phenylmethyl)-7H-pyrrolo[2,3-d]pyrimidin-4-yl]oxy]acetic acid methyl ester). As a reaction SMILES: [CH3:1][O:2][C:3](=[O:33])[CH2:4][O:5][C:6]1[C:7]2[C:18]([C:19](=[O:23])[C:20]([NH2:22])=[O:21])=[C:17]([CH2:24][CH3:25])[N:16]([CH2:26][C:27]3[CH:32]=[CH:31][CH:30]=[CH:29][CH:28]=3)[C:8]=2[N:9]=[C:10](S(C)(=O)=O)[N:11]=1.[O:34]1CCC[CH2:35]1>CO.C[O-].[Na+]>[CH3:1][O:2][C:3](=[O:33])[CH2:4][O:5][C:6]1[C:7]2[C:18]([C:19](=[O:23])[C:20]([NH2:22])=[O:21])=[C:17]([CH2:24][CH3:25])[N:16]([CH2:26][C:27]3[CH:32]=[CH:31][CH:30]=[CH:29][CH:28]=3)[C:8]=2[N:9]=[C:10]([O:34][CH3:35])[N:11]=1 |f:3.4|. Procedure details: To a solution of 150 mg (0.316 mmol) of [[2-(methylsulfonyl)-5-(aminooxoacetyl)-6-ethyl-7-(phenylmethyl)-7H-pyrrolo[2,3-d]pyrimidin-4-yl]oxy] acetic acid methyl ester in 3 mL of tetrahydrofuran and 0.5 mL of methanol was added 4 drops of 28% sodium methoxide in methanol solution. The reaction was stirred at ambient temperature for 3 hours. The reaction was quenched by the addition of 3 mL of saturated sodium bicarbonate solution and the phases separated. The organic phase was dried with sodium s... Reactants: BrC=1C=CC(=NC1)C1N(CCC1)S(=O)(=O)C (5-bromo-2-(1-(methylsulfonyl)pyrrolidin-2-yl)pyridine), ClC(C(=O)N[C@@H]([C@@H](C1=CC=C(C=C1)[Sn](C)(C)C)O)CF)Cl (2,2-dichloro-N-((1R,2S)-3-fluoro-1-hydroxy-1-(4-(trimethylstannyl)-phenyl)-propan-2-yl)acetamide), O1C(=CC=C1)P(C=1OC=CC1)C=1OC=CC1 (tris(2-furyl)phosphine), Tris(dibenzyliden-eacetone) dipalladium(0). The solvent is CN1C(CCC1)=O (N-methylpyrrolidinone). Run at temperature 80 celsius. The product is ClC(C(=O)N[C@@H]([C@@H](C1=CC=C(C=C1)C=1C=NC(=CC1)C1N(CCC1)S(=O)(=O)C)O)CF)Cl (2,2-dichloro-N-((1R,2S)-3-fluoro-1-hydroxy-1-(4-(6-(1-(methylsulfonyl)pyrrolidin-2-yl)pyridin-3-yl)phenyl)propan-2-yl)acetamide). Yield: 19.9%. As a reaction SMILES: Br[C:2]1[CH:3]=[CH:4][C:5]([CH:8]2[CH2:12][CH2:11][CH2:10][N:9]2[S:13]([CH3:16])(=[O:15])=[O:14])=[N:6][CH:7]=1.[Cl:17][CH:18]([Cl:37])[C:19]([NH:21][C@H:22]([CH2:35][F:36])[C@H:23]([OH:34])[C:24]1[CH:29]=[CH:28][C:27]([Sn](C)(C)C)=[CH:26][CH:25]=1)=[O:20].O1C=CC=C1P(C1OC=CC=1)C1OC=CC=1>CN1CCCC1=O>[Cl:17][CH:18]([Cl:37])[C:19]([NH:21][C@H:22]([CH2:35][F:36])[C@H:23]([OH:34])[C:24]1[CH:25]=[CH:26][C:27]([C:2]2[CH:7]=[N:6][C:5]([CH:8]3[CH2:12][CH2:11][CH2:10][N:9]3[S:13]([CH3:16])(=[O:15])=[O:14])=[CH:4][CH:3]=2)=[CH:28][CH:29]=1)=[O:20]. Procedure: A mixture of 5-bromo-2-(1-(methylsulfonyl)pyrrolidin-2-yl)pyridine (100 mg, 0.328 mmol), 2,2-dichloro-N-((1R,2S)-3-fluoro-1-hydroxy-1-(4-(trimethylstannyl)-phenyl)-propan-2-yl)acetamide (145 mg, 0.328 mmol) and tris(2-furyl)phosphine (15.5 mg, 0.066 mmol) is dissolved in N-methylpyrrolidinone (1.6 mL) and deoxygenated. Tris(dibenzyliden-eacetone) dipalladium(0) (30.5 mg, 0.033 mmol) is then added and the mixture is heated to 80° C. overnight. The mixture is then cooled and purified by preparativ...